The task is: describe an organic reaction: reactants, conditions, products, and yield. This data is from the Open Reaction Database (ORD), a public repository of structured organic reaction records. Starting materials: crude product, C=1(C(=CC=CC1)S(=O)(=O)Cl)C (toluenesufonyl chloride), OCC[C@@H](C1=CC=CC=C1)N1C(C(C2=CC=CC=C12)(C)C)=O (1-[(1S)-3-hydroxy-1-phenylpropyl]-3,3-dimethyl-1,3-dihydro-2H-indol-2-one), N1=CC=CC=C1 (pyridine). Solvent: CN (methylamine), C(C)(=O)OCC (ethyl acetate). Run at time 16 hour. Product: CC1(C(N(C2=CC=CC=C12)[C@@H](CCNC)C1=CC=CC=C1)=O)C (3.3-dimethyl-1-[(1S)-3-(methylamino)-1-phenylpropyl]-1,3-dihydro-2H-indol-2-one). As a reaction SMILES: O[CH2:2][CH2:3][C@H:4]([N:11]1[C:19]2[C:14](=[CH:15][CH:16]=[CH:17][CH:18]=2)[C:13]([CH3:21])([CH3:20])[C:12]1=[O:22])[C:5]1[CH:10]=[CH:9][CH:8]=[CH:7][CH:6]=1.C1(C)C(S(Cl)(=O)=O)=CC=CC=1.[N:34]1C=CC=C[CH:35]=1>C(OCC)(=O)C.CN>[CH3:20][C:13]1([CH3:21])[C:14]2[C:19](=[CH:18][CH:17]=[CH:16][CH:15]=2)[N:11]([C@H:4]([C:5]2[CH:10]=[CH:9][CH:8]=[CH:7][CH:6]=2)[CH2:3][CH2:2][NH:34][CH3:35])[C:12]1=[O:22]. Procedure: 1-[(1S)-3-hydroxy-1-phenylpropyl]-3,3-dimethyl-1,3-dihydro-2H-indol-2-one (1.15 g, 3.9 mmol) was dissolved in pyridine (5 mL) and toluenesufonyl chloride (0.89 g, 4.6 mmol) was added. Stirred for 16 hours then the reaction mixture was diluted with ethyl acetate and washed with water, 2N hydrochloric acid, saturated copper sulfate, 2N hydrochloric acid, and saturated brine. The organic layer was separated, dried over anhydrous magnesium sulfate, filtered, and concentrated in vacuo. A portion of t...